Dataset: the Open Reaction Database (ORD), a public repository of structured organic reaction records. Task: describe an organic reaction: reactants, conditions, products, and yield Starting materials: BrC1=CC2=C(N(C(NS2(=O)=O)=O)C)C=C1 (7-bromo-4-methyl-2H-benzo[e][1,2,4]thiadiazin-3(4H)-one 1,1-dioxide), [H-].[Na+] (NaH), COC1=CC=C(CCl)C=C1 (p-methoxybenzyl chloride). Run in CN(C)C=O (DMF). Run at time 10 minute. The product is BrC1=CC2=C(N(C(N(S2(=O)=O)CC2=CC=C(C=C2)OC)=O)C)C=C1 (7-Bromo-2-(4-methoxybenzyl)-4-methyl-2H-benzo[e][1,2,4]thiadiazin-3(4H)-one 1,1-dioxide). Reaction SMILES: [Br:1][C:2]1[CH:15]=[CH:14][C:5]2[N:6]([CH3:13])[C:7](=[O:12])[NH:8][S:9](=[O:11])(=[O:10])[C:4]=2[CH:3]=1.[H-].[Na+].[CH3:18][O:19][C:20]1[CH:27]=[CH:26][C:23]([CH2:24]Cl)=[CH:22][CH:21]=1>CN(C=O)C>[Br:1][C:2]1[CH:15]=[CH:14][C:5]2[N:6]([CH3:13])[C:7](=[O:12])[N:8]([CH2:24][C:23]3[CH:26]=[CH:27][C:20]([O:19][CH3:18])=[CH:21][CH:22]=3)[S:9](=[O:10])(=[O:11])[C:4]=2[CH:3]=1 |f:1.2|. Procedure details: To a solution of 7-bromo-4-methyl-2H-benzo[e][1,2,4]thiadiazin-3(4H)-one 1,1-dioxide (510 mg, 1.7 mmol) in DMF (10 mL), 60% NaH (69 mg, 1.7 mmol) was added in portions at 0° C. The resulting mixture was stirred at rt for 10 min and p-methoxybenzyl chloride (0.25 mL, 1.7 mmol) was added. The resulting mixture was stirred at 70° C. for 5 h, cooled to rt and poured over ice. The resulting compound was extracted with EtOAc (3×20 mL). The combined EtOAc layers were dried over Na2SO4, filtered, and co...